Dataset: the Open Reaction Database (ORD), a public repository of structured organic reaction records. Task: describe an organic reaction: reactants, conditions, products, and yield Yields the product CC(C)(C)OC(=O)N1CCN2C(=O)c3c(cc(CO)cc3C(F)(F)F)C2C1. As a reaction SMILES: [BH4-:32].[C:1]([CH3:2])([CH3:3])([CH3:4])[O:5][C:6](=[O:7])[N:8]1[CH2:9][CH:10]2[N:11]([C:12](=[O:26])[c:13]3[c:14]([C:22]([F:23])([F:24])[F:25])[cH:15][c:16]([CH:19]=[CH:20][CH3:21])[cH:17][c:18]32)[CH2:27][CH2:28]1.[C:39]([O:40][C:41]([O:42][C:43]([CH3:44])([CH3:45])[CH3:46])=[O:47])([O:48][C:49]([CH3:50])([CH3:51])[CH3:52])=[O:53].[CH3:54][OH:55].[CH3:57][CH2:58][O:59][C:60]([CH3:61])=[O:62].[ClH:56].[Na+:33].[Na+:38].[O-:29][O+:30]=[O:31].[O-:34][C:35]([OH:36])=[O:37]>>[C:1]([CH3:2])([CH3:3])([CH3:4])[O:5][C:6](=[O:7])[N:8]1[CH2:9][CH:10]2[N:11]([C:12](=[O:26])[c:13]3[c:14]([C:22]([F:23])([F:24])[F:25])[cH:15][c:16]([CH2:19][OH:29])[cH:17][c:18]32)[CH2:27][CH2:28]1. The reactants are [BH4-], CC=Cc1cc2c(c(C(F)(F)F)c1)C(=O)N1CCN(C(=O)OC(C)(C)C)CC21, CC(C)(C)OC(=O)OC(=O)OC(C)(C)C, CO, CCOC(C)=O, Cl, [Na+], [Na+], O=[O+][O-], O=C([O-])O. Starting materials: C(C)(C)(C)OC(=O)N1CCC2(CCCN(C2=O)C=2C=NC(=CC2)N)CC1 (2-(6-amino-pyridin-3-yl)-1-oxo-2,9-diaza-spiro[5,5]undecane-9-carboxylic acid tert-butyl ester), CN(C(=O)C1=CC2=C(N=C(N=C2)Cl)N1C1CCCC1)C (2-chloro-7-cyclopentyl-7H-pyrrolo[2,3-d]pyrimidine-6-carboxylic acid dimethylamide). Product: C(C)(C)(C)OC(=O)N1CCC2(CCCN(C2=O)C=2C=NC(=CC2)NC=2N=CC3=C(N2)N(C(=C3)C(N(C)C)=O)C3CCCC3)CC1 (2[6-(7-cyclopentyl-6-dimethylcarbamoyl-7H-pyrrolo[2,3-d]pyrimidin-2-ylamino)-pyridin-3-yl]-1-oxo-2,9-diaza-spiro[5,5]undecane-9-carboxylic acid tert-butyl ester). Yield: 93.1%. Reaction SMILES: [C:1]([O:5][C:6]([N:8]1[CH2:26][CH2:25][C:11]2([C:16](=[O:17])[N:15]([C:18]3[CH:19]=[N:20][C:21]([NH2:24])=[CH:22][CH:23]=3)[CH2:14][CH2:13][CH2:12]2)[CH2:10][CH2:9]1)=[O:7])([CH3:4])([CH3:3])[CH3:2].[CH3:27][N:28]([CH3:46])[C:29]([C:31]1[N:40]([CH:41]2[CH2:45][CH2:44][CH2:43][CH2:42]2)[C:34]2[N:35]=[C:36](Cl)[N:37]=[CH:38][C:33]=2[CH:32]=1)=[O:30]>>[C:1]([O:5][C:6]([N:8]1[CH2:26][CH2:25][C:11]2([C:16](=[O:17])[N:15]([C:18]3[CH:19]=[N:20][C:21]([NH:24][C:36]4[N:37]=[CH:38][C:33]5[CH:32]=[C:31]([C:29](=[O:30])[N:28]([CH3:27])[CH3:46])[N:40]([CH:41]6[CH2:45][CH2:44][CH2:43][CH2:42]6)[C:34]=5[N:35]=4)=[CH:22][CH:23]=3)[CH2:14][CH2:13][CH2:12]2)[CH2:10][CH2:9]1)=[O:7])([CH3:4])([CH3:2])[CH3:3]. Reported procedure: Following general N—C coupling procedure 1, 2-(6-amino-pyridin-3-yl)-1-oxo-2,9-diaza-spiro[5,5]undecane-9-carboxylic acid tert-butyl ester (98 mg, 0.27 mmol) was combined with 2-chloro-7-cyclopentyl-7H-pyrrolo[2,3-d]pyrimidine-6-carboxylic acid dimethylamide (80 mg, 0.27 mmol) which gave 2[6-(7-cyclopentyl-6-dimethylcarbamoyl-7H-pyrrolo[2,3-d]pyrimidin-2-ylamino)-pyridin-3-yl]-1-oxo-2,9-diaza-spiro[5,5]undecane-9-carboxylic acid tert-butyl ester (155 mg) in 92% yield. 1H NMR (400 MHz, CD2Cl2) δ ... Starting materials: OC1=C(C=O)C=CC=C1 (2-hydroxybenzaldehyde), C1(OCCO1)=O (ethylene carbonate). The reagents and catalysts are [Br-].C(C)[N+](CC)(CC)CC (tetraethylammonium bromide). Solvent: C(C)(=O)OCC (ethyl acetate). Run at temperature 140 celsius. Yields the product OCCOC1=C(C=O)C=CC=C1 (2-(2-Hydroxyethoxy)benzaldehyde). RXN SMILES: [OH:1][C:2]1[CH:9]=[CH:8][CH:7]=[CH:6][C:3]=1[CH:4]=[O:5].C1(=O)O[CH2:13][CH2:12][O:11]1>[Br-].C([N+](CC)(CC)CC)C.C(OCC)(=O)C>[OH:11][CH2:12][CH2:13][O:1][C:2]1[CH:9]=[CH:8][CH:7]=[CH:6][C:3]=1[CH:4]=[O:5] |f:2.3|. Reported procedure: A mixture of 0.2 mol of 2-hydroxybenzaldehyde, 0.2 mol of ethylene carbonate and 0.3 mol of tetraethylammonium bromide was heated at 140° C. for 2 hours. After cooling, the reaction mixture was taken up in ethyl acetate, washed with water, dried over MgSO4 and evaporated. The compound was purified by distillation.